From a dataset of the Open Reaction Database (ORD), a public repository of structured organic reaction records. describe an organic reaction: reactants, conditions, products, and yield Starting materials: FC(COS(=O)(=O)C(F)(F)F)(C[C@@H](C)[C@H]1CC[C@H]2[C@@H]3CC=C4C[C@H](CC[C@]4(C)[C@H]3CC[C@]12C)O)F (23,23-Difluoro-24-trifluoromethanesulfonyloxychol-5-en-3β-ol), C1CCOC1 (THF), CC(C)([O-])C.[K+] (potassium tert-butoxide), C(CC(=O)OCC)(=O)OCC (diethyl malonate), C1CCOC1 (THF). Solvent: CN(C)P(=O)(N(C)C)N(C)C (HMPA). Conditions: time 26 hour. Yields the product C(C)OC(C(C(=O)OCC)CC(C[C@@H](C)[C@H]1CC[C@H]2[C@@H]3CC=C4C[C@H](CC[C@]4(C)[C@H]3CC[C@]12C)OC1OCCCC1)(F)F)=O (23,23-Difluoro-3β-tetrahydropyranyloxycholest-5-ene-26,27-dioic Acid Diethyl Ester). Yield: 81.0%. As a reaction SMILES: [CH3:1]C(C)([O-])C.[K+].[C:7]([O:15][CH2:16][CH3:17])(=[O:14])[CH2:8][C:9]([O:11][CH2:12][CH3:13])=[O:10].[F:18][C:19]([F:52])([CH2:29][C@H:30]([C@@H:32]1[C@:49]2([CH3:50])[C@H:35]([C@H:36]3[C@H:46]([CH2:47][CH2:48]2)[C@:44]2([CH3:45])[C:39]([CH2:40][C@@H:41]([OH:51])[CH2:42][CH2:43]2)=[CH:38][CH2:37]3)[CH2:34][CH2:33]1)[CH3:31])[CH2:20]OS(C(F)(F)F)(=O)=O.[CH2:53]1[CH2:57][O:56][CH2:55][CH2:54]1>CN(P(N(C)C)(N(C)C)=O)C>[CH2:16]([O:15][C:7](=[O:14])[CH:8]([CH2:20][C:19]([F:18])([F:52])[CH2:29][C@H:30]([C@@H:32]1[C@:49]2([CH3:50])[C@H:35]([C@H:36]3[C@H:46]([CH2:47][CH2:48]2)[C@:44]2([CH3:45])[C:39]([CH2:40][C@@H:41]([O:51][CH:55]4[CH2:54][CH2:1][CH2:53][CH2:57][O:56]4)[CH2:42][CH2:43]2)=[CH:38][CH2:37]3)[CH2:34][CH2:33]1)[CH3:31])[C:9]([O:11][CH2:12][CH3:13])=[O:10])[CH3:17] |f:0.1|. Procedure: A mixture potassium tert-butoxide (1.1 g, 9.6 mmol) and diethyl malonate (3.8 g, 24 mmol) in THF (25 ml) and HMPA (8 ml) was stirred at room temperature under argon atmosphere for 1 hr. To this solution the triflate (8) (1.47 g, 2.4 mmol) in THF (20 ml) was added and the mixture was stirred at room temperature for 26 hr. The usual work-up (ether for extraction) gave a crude product, which was applied to a column of silica gel (100 g). Elution with n-hexane-ether (5:1) provided the diester (9) (1... Reactants: O=C([O-])O, CCCCO, O=[N+]([O-])c1ccnc(Cl)c1, Cl, CS(=O)(=O)Nc1ccc(N2CCNCC2)cc1, [Na+]. The product is CS(=O)(=O)Nc1ccc(N2CCN(c3cc([N+](=O)[O-])ccn3)CC2)cc1. RXN SMILES: [C:29](=[O:30])([OH:31])[O-:32].[CH2:34]([OH:35])[CH2:36][CH2:37][CH3:38].[Cl:19][c:20]1[n:21][cH:22][cH:23][c:24]([N+:26](=[O:27])[O-:28])[cH:25]1.[ClH:1].[N:2]1([c:8]2[cH:9][cH:10][c:11]([NH:14][S:15](=[O:16])(=[O:17])[CH3:18])[cH:12][cH:13]2)[CH2:3][CH2:4][NH:5][CH2:6][CH2:7]1.[Na+:33]>>[N:2]1([c:8]2[cH:9][cH:10][c:11]([NH:14][S:15](=[O:16])(=[O:17])[CH3:18])[cH:12][cH:13]2)[CH2:3][CH2:4][N:5]([c:20]2[n:21][cH:22][cH:23][c:24]([N+:26](=[O:27])[O-:28])[cH:25]2)[CH2:6][CH2:7]1. Reactants: CC(C1=CC=CC=C1)O (DL-sec-phenethyl alcohol), P(Br)(Br)Br (phosphorus tribromide). The solvent is C(Cl)(Cl)Cl (chloroform). Run at time 18 hour. Yields the product BrC(C)C1=CC=CC=C1 (1-bromoethylbenzene). The yield is 94.4%. As a reaction SMILES: [CH3:1][CH:2](O)[C:3]1[CH:8]=[CH:7][CH:6]=[CH:5][CH:4]=1.P(Br)(Br)[Br:11]>C(Cl)(Cl)Cl>[Br:11][CH:2]([C:3]1[CH:8]=[CH:7][CH:6]=[CH:5][CH:4]=1)[CH3:1]. Procedure details: To a solution of DL-sec-phenethyl alcohol (1.81 ml, 15 mmol) in chloroform (20 ml) was added phosphorus tribromide (15.75 ml, 15.75 mmol) dropwise at room temperature. The mixture was stirred at room temperature for 18 hours, poured into wet ice, washed with brine (4×), dried (MgSO4), then evaporated to dryness to yield 2.62 g of the title compound. The reactants are CCOC(=O)CC(C)(C)c1ccc(-c2ccc(C(=O)O)cc2)c(OCCCOC)c1, CN1CCNCC1, CCN(C(C)C)C(C)C, ClCCl, On1nnc2ccccc21. The product is CCOC(=O)CC(C)(C)c1ccc(-c2ccc(C(=O)N3CCN(C)CC3)cc2)c(OCCCOC)c1. RXN SMILES: [CH2:1]([CH3:2])[O:3][C:4]([CH2:5][C:6]([CH3:7])([CH3:8])[c:9]1[cH:10][c:11]([O:24][CH2:25][CH2:26][CH2:27][O:28][CH3:29])[c:12](-[c:15]2[cH:16][cH:17][c:18]([C:21](=[O:22])[OH:23])[cH:19][cH:20]2)[cH:13][cH:14]1)=[O:30].[CH3:50][N:51]1[CH2:52][CH2:53][NH:54][CH2:55][CH2:56]1.[CH:41]([N:42]([CH:43]([CH3:44])[CH3:45])[CH2:46][CH3:47])([CH3:48])[CH3:49].[Cl:57][CH2:58][Cl:59].[OH:31][n:32]1[c:33]2[c:34]([cH:35][cH:36][cH:37][cH:38]2)[n:39][n:40]1>>[CH2:1]([CH3:2])[O:3][C:4]([CH2:5][C:6]([CH3:7])([CH3:8])[c:9]1[cH:10][c:11]([O:24][CH2:25][CH2:26][CH2:27][O:28][CH3:29])[c:12](-[c:15]2[cH:16][cH:17][c:18]([C:21](=[O:23])[N:54]3[CH2:53][CH2:52][N:51]([CH3:50])[CH2:56][CH2:55]3)[cH:19][cH:20]2)[cH:13][cH:14]1)=[O:30]. The reactants are CNN (methyl hydrazine), FC1=NC=CC(=C1C=O)I (2-fluoro-4-iodo-pyridine-3-carbaldehyde), Initiator 60. The solvent is 1-PrOH. The product is IC1=C2C(=NC=C1)N(N=C2)C (4-Iodo-1-methyl-1H-pyrazolo[3,4-b]pyridine). RXN SMILES: F[C:2]1[C:7]([CH:8]=O)=[C:6]([I:10])[CH:5]=[CH:4][N:3]=1.[CH3:11][NH:12][NH2:13]>>[I:10][C:6]1[CH:5]=[CH:4][N:3]=[C:2]2[N:12]([CH3:11])[N:13]=[CH:8][C:7]=12. Procedure: 227 mg of 2-fluoro-4-iodo-pyridine-3-carbaldehyde (0.9 mmol, 1 eq.; prepared as described in J. Org. Chem. 1993, 58, 7832) were dissolved in 3.6 mL 1-PrOH, treated with 72 μL methyl hydrazine (1.36 mmol, 1.5 eq.) and heated to 100° C. for 30 min (Biotage Initiator 60®). The reaction mixture was concentrated in vacuo, the residue was partioned between water and ethyl acetate, the aq. layer was extracted with ethyl acetate, the combined organic layers were dried and concentrated in vacuo to provid... Reactants: CC(=O)[O-], Cc1nc(Oc2ccccc2)c2nc(C)n(CCCCCSc3ccccc3)c2c1C, [NH4+], [Na+], [OH-], O. Yields the product Cc1nc(N)c2nc(C)n(CCCCCSc3ccccc3)c2c1C. As a reaction SMILES: [CH3:2][C:3](=[O:4])[O-:5].[CH3:6][c:7]1[n:8]([CH2:25][CH2:26][CH2:27][CH2:28][CH2:29][S:30][c:31]2[cH:32][cH:33][cH:34][cH:35][cH:36]2)[c:9]2[c:10]([c:11]([O:17][c:18]3[cH:19][cH:20][cH:21][cH:22][cH:23]3)[n:12][c:13]([CH3:16])[c:14]2[CH3:15])[n:24]1.[NH4+:1].[Na+:38].[OH-:37].[OH2:39]>>[NH2:1][c:11]1[c:10]2[c:9]([n:8]([CH2:25][CH2:26][CH2:27][CH2:28][CH2:29][S:30][c:31]3[cH:32][cH:33][cH:34][cH:35][cH:36]3)[c:7]([CH3:6])[n:24]2)[c:14]([CH3:15])[c:13]([CH3:16])[n:12]1. Reactants: O=C([O-])O, CCOC(C)=O, Nc1noc2cccc(Oc3ccc([N+](=O)[O-])cc3F)c12, [Na+], O, O, Cl[Sn]Cl. Yields the product Nc1ccc(Oc2cccc3onc(N)c23)c(F)c1. As a reaction SMILES: [C:27](=[O:28])([OH:29])[O-:30].[CH3:32][CH2:33][O:34][C:35](=[O:36])[CH3:37].[F:1][c:2]1[c:3]([O:4][c:5]2[cH:6][cH:7][cH:8][c:9]3[c:10]2[c:11]([NH2:14])[n:12][o:13]3)[cH:15][cH:16][c:17]([N+:19]([O-:20])=[O:21])[cH:18]1.[Na+:31].[OH2:22].[OH2:23].[Sn:24]([Cl:25])[Cl:26]>>[F:1][c:2]1[c:3]([O:4][c:5]2[cH:6][cH:7][cH:8][c:9]3[c:10]2[c:11]([NH2:14])[n:12][o:13]3)[cH:15][cH:16][c:17]([NH2:19])[cH:18]1. Reactants: C(C1=CC=CC=C1)(C1=CC=CC=C1)N1CC(C1)OS(=O)(=O)C1=CC=C(C=C1)C (Toluene-4-sulfonic acid 1-benzhydryl-azetidin-3-yl ester), [N-]=[N+]=[N-].[Na+] (sodium azide). Solvent: CN(C)C=O (DMF). Product: N(=[N+]=[N-])C1CN(C1)C(C1=CC=CC=C1)C1=CC=CC=C1 (3-Azido-1-benzhydryl-azetidine). RXN SMILES: [CH:1]([N:14]1[CH2:17][CH:16](OS(C2C=CC(C)=CC=2)(=O)=O)[CH2:15]1)([C:8]1[CH:13]=[CH:12][CH:11]=[CH:10][CH:9]=1)[C:2]1[CH:7]=[CH:6][CH:5]=[CH:4][CH:3]=1.[N-:29]=[N+:30]=[N-:31].[Na+]>CN(C=O)C>[N:29]([CH:16]1[CH2:17][N:14]([CH:1]([C:8]2[CH:13]=[CH:12][CH:11]=[CH:10][CH:9]=2)[C:2]2[CH:7]=[CH:6][CH:5]=[CH:4][CH:3]=2)[CH2:15]1)=[N+:30]=[N-:31] |f:1.2|. Reported procedure: A solution of 9 (11.5 g, 31.8 mmol) and sodium azide (4.12 g, 64 mmol) in 250 ml of DMF was heated to 70° C. for 24 hours. After cooling to room temperature the solvent was removed in vacuo and the residue partitioned between chloroform and water. The organics were dried over MgSO4, filtered and the solvent removed in vacuo. The crude product was purified by chromatography on silica gel (8:1 hexane: ethyl acetate) afforded the title compound. Starting materials: COC(C)(OC)OC, N#Cc1[nH]cnc1N, CN(C)C=O. The product is COC(C)=Nc1nc[nH]c1C#N. Reaction SMILES: [C:9]([CH3:10])([O:11][CH3:12])([O:13][CH3:14])[O:15][CH3:16].[NH2:1][c:2]1[n:3][cH:4][nH:5][c:6]1[C:7]#[N:8].[O:17]=[CH:18][N:19]([CH3:20])[CH3:21]>>[N:1]([c:2]1[n:3][cH:4][nH:5][c:6]1[C:7]#[N:8])=[C:9]([CH3:10])[O:11][CH3:12]. The reactants are C#CC(O)c1ccc(N(CC)CC)c(C(C)(C)C)c1, I[Cu]I, COC(=O)c1ccc(I)cc1O. Product: CCN(CC)c1ccc(C(O)C#Cc2ccc(C(=O)OC)c(O)c2)cc1C(C)(C)C. RXN SMILES: [C:1]([CH3:2])([CH3:3])([CH3:4])[c:5]1[cH:6][c:7]([CH:16]([C:17]#[CH:18])[OH:19])[cH:8][cH:9][c:10]1[N:11]([CH2:12][CH3:13])[CH2:14][CH3:15].[Cu:32]([I:33])[I:34].[I:20][c:21]1[cH:22][c:23]([OH:31])[c:24]([C:25](=[O:26])[O:27][CH3:28])[cH:29][cH:30]1>>[C:1]([CH3:2])([CH3:3])([CH3:4])[c:5]1[cH:6][c:7]([CH:16]([C:17]#[C:18][c:21]2[cH:22][c:23]([OH:31])[c:24]([C:25](=[O:26])[O:27][CH3:28])[cH:29][cH:30]2)[OH:19])[cH:8][cH:9][c:10]1[N:11]([CH2:12][CH3:13])[CH2:14][CH3:15].